Dataset: the Open Reaction Database (ORD), a public repository of structured organic reaction records. Task: describe an organic reaction: reactants, conditions, products, and yield RXN SMILES: [S:1]1[C:6]2[CH:7]=[CH:8][CH:9]=[CH:10][C:5]=2[N:4](N)[CH2:3][CH2:2]1.[ClH:12].[NH:13]1[CH2:19][CH2:18][CH2:17][C:16](=O)[CH2:15][CH2:14]1>>[ClH:12].[CH2:3]1[N:4]2[C:5]3[C:10]([C:17]4[CH2:18][CH2:19][NH:13][CH2:14][CH2:15][C:16]=42)=[CH:9][CH:8]=[CH:7][C:6]=3[S:1][CH2:2]1 |f:1.2,3.4|. Reported procedure: 1,2,8,9,10,11-Hexahydro-7H-azepino[4,5-b][1,4]thiazino[2,3,4-hi]indole hydrochloride was prepared from 2,3-dihydro-4H-1,4-benzothiazin-4-amine and hexahydro-4H-azepin-4-one hydrochloride following the procedure of example 471, step A to give the 1,2,8,9,10,11-hexahydro-7H-azepino[4,5-b][1,4]thiazino[2,3,4-hi]indole hydrochloride The product is Cl.C1CSC=2C=CC=C3C4=C(N1C23)CCNCC4 (1,2,8,9,10,11-hexahydro-7H-azepino[4,5-b][1,4]thiazino[2,3,4-hi]indole hydrochloride). Starting materials: S1CCN(C2=C1C=CC=C2)N (2,3-dihydro-4H-1,4-benzothiazin-4-amine), Cl.N1CCC(CCC1)=O (hexahydro-4H-azepin-4-one hydrochloride). Starting materials: CC=1NC2=CC=C(C=C2C1)C1=CC=C(C=C1)C(C(=O)OC)C (Methyl 2-[4-(2-methyl-1H-5-indolyl)phenyl]propanoate), aqueous solution, [Li+].[OH-] (LiOH). Run in C1CCOC1 (THF), CO (MeOH), aqueous solution, NH4OAc. Conditions: time 8 hour. The product is CC=1NC2=CC=C(C=C2C1)C1=CC=C(C=C1)C(C(=O)O)C (2-[4-(2-methyl-1H-5-indolyl)phenyl]propanoic acid). The yield is 100.4%. RXN SMILES: [CH3:1][C:2]1[NH:3][C:4]2[C:9]([CH:10]=1)=[CH:8][C:7]([C:11]1[CH:16]=[CH:15][C:14]([CH:17]([CH3:22])[C:18]([O:20]C)=[O:19])=[CH:13][CH:12]=1)=[CH:6][CH:5]=2.[Li+].[OH-]>C1COCC1.CO>[CH3:1][C:2]1[NH:3][C:4]2[C:9]([CH:10]=1)=[CH:8][C:7]([C:11]1[CH:16]=[CH:15][C:14]([CH:17]([CH3:22])[C:18]([OH:20])=[O:19])=[CH:13][CH:12]=1)=[CH:6][CH:5]=2 |f:1.2|. Procedure: To a solution of 16d (24 mg, 82 μmol) in THF (2 mL) and MeOH (0.5 mL) was added a 1.0N aqueous solution of LiOH (0.2 mL, 200 μmol) and the resulting mixture was stirred at room temperature overnight. The reaction was diluted with a 25% aqueous solution of NH4OAc and extracted with EtOAc. The organic layer was dried over MgSO4 and concentrated. Purification by flash chromatography (30:70:1 EtOAc/hexane/AcOH) gave 23 mg of the title compound as a light yellow gum. The reactants are NC1C=2C=CC=CC2C=2NC(C=3N(C21)C=CN3)=O (10-amino-5H,10H-imidazo[1,2-a]indeno[1,2-e]pyrazin-4-one), FC(C(=O)OCC)(F)F (ethyl trifluoroacetate). The solvent is CN(C=O)C (dimethylformamide). Conditions: temperature 60 celsius. The product is N=C1C=2C=CC=CC2C=2NC(C=3N(C21)C=CN3)=O (10-imino-5H,10H-imidazo[1,2-a]indeno[1,2-e]pyrazin-4-one). Isolated yield 12.1%. As a reaction SMILES: [NH2:1][CH:2]1[C:14]2[N:13]3[CH:15]=[CH:16][N:17]=[C:12]3[C:11](=[O:18])[NH:10][C:9]=2[C:8]2[CH:7]=[CH:6][CH:5]=[CH:4][C:3]1=2.FC(F)(F)C(OCC)=O>CN(C)C=O>[NH:1]=[C:2]1[C:14]2[N:13]3[CH:15]=[CH:16][N:17]=[C:12]3[C:11](=[O:18])[NH:10][C:9]=2[C:8]2[CH:7]=[CH:6][CH:5]=[CH:4][C:3]1=2. Procedure: To a suspension of 0.5 g of 10-amino-5H,10H-imidazo[1,2-a]indeno[1,2-e]pyrazin-4-one in 15 ml of dimethylformamide is added 0.6 ml of ethyl trifluoroacetate at a temperature in the region of 20° C. The reaction medium is heated at 60° C. for 5 hours and is then cooled and concentrated to dryness under reduced pressure (15 mmHg; 2 kPa). The residue is taken up in dichloromethane and the insoluble product is filtered off, washed and dried. After purification by flash chromatography using a mixture... The reactants are C(C1=CC=CC=C1)OC1=C2C(=CNC2=CC=C1)C=O (4-benzyloxy-3-formylindole), Cl.NO (hydroxylamine hydrochloride), C(C)(=O)[O-].[Na+] (sodium acetate). Solvent: CN(C=O)C (dimethylformamide). Product: C(C1=CC=CC=C1)OC1=C2C(=CNC2=CC=C1)C=NO (4-Benzyloxy-3-oximinomethylindole). Yield: 96.0%. As a reaction SMILES: [CH2:1]([O:8][C:9]1[CH:17]=[CH:16][CH:15]=[C:14]2[C:10]=1[C:11]([CH:18]=O)=[CH:12][NH:13]2)[C:2]1[CH:7]=[CH:6][CH:5]=[CH:4][CH:3]=1.Cl.[NH2:21][OH:22].C([O-])(=O)C.[Na+]>CN(C)C=O>[CH2:1]([O:8][C:9]1[CH:17]=[CH:16][CH:15]=[C:14]2[C:10]=1[C:11]([CH:18]=[N:21][OH:22])=[CH:12][NH:13]2)[C:2]1[CH:7]=[CH:6][CH:5]=[CH:4][CH:3]=1 |f:1.2,3.4|. Procedure: This compound is obtained in a yield of 96% of theory by reacting 4-benzyloxy-3-formylindole with hydroxylamine hydrochloride and sodium acetate in aqueous dimethylformamide solution; m.p. 206°-210° C.